From a dataset of the Open Reaction Database (ORD), a public repository of structured organic reaction records. describe an organic reaction: reactants, conditions, products, and yield Reactants: C(CCC)OC1=C(C(C1=O)=O)OCCCC (1,2-dibutoxy-1-cyclobutene-3,4-dione), [OH-].[NH4+] (ammonium hydroxide). Run in O1CCCC1 (tetrahydrofuran), O1CCCC1 (tetrahydrofuran), CO (methanol). Conditions: temperature 5 celsius, time 90 minute. The product is NC1=C(C(C1=O)=O)OCCCC (1-Amino-2-butoxy-1-cyclobutene-3,4-dione). RXN SMILES: [CH2:1]([O:5][C:6]1[C:9](=[O:10])[C:8](=[O:11])[C:7]=1OCCCC)[CH2:2][CH2:3][CH3:4].[OH-].[NH4+:18]>O1CCCC1.CO>[NH2:18][C:7]1[C:8](=[O:11])[C:9](=[O:10])[C:6]=1[O:5][CH2:1][CH2:2][CH2:3][CH3:4] |f:1.2|. Procedure details: Preparation A: A solution of 1,2-dibutoxy-1-cyclobutene-3,4-dione (6.09, 0.027 mole) in 40 mL of tetrahydrofuran was cooled to 5° C. in an ice-water bath and treated dropwise over a period of 9 minutes with a solution of 1.8 mL of concentrated ammonium hydroxide in a mixture of 8 mL of tetrahydrofuran and 1 mL of methanol. After stirring at 5° C. for 30 minutes and at ambient temperature for 90 minutes the mixture was concentrated under reduced pressure to a slurry. A small amount of Skellysolve... Reactants: O=C1CC(Cc2ccccc2)C1(Cl)Cl, CC(=O)O, [Zn]. The product is O=C1CC(Cc2ccccc2)C1. As a reaction SMILES: [CH2:1]([c:2]1[cH:3][cH:4][cH:5][cH:6][cH:7]1)[CH:8]1[C:9]([Cl:13])([Cl:14])[C:10](=[O:12])[CH2:11]1.[CH3:15][C:16](=[O:17])[OH:18].[Zn:19]>>[CH2:1]([c:2]1[cH:3][cH:4][cH:5][cH:6][cH:7]1)[CH:8]1[CH2:9][C:10](=[O:12])[CH2:11]1. Reactants: C(C)(C)C=1C=C(C=O)C=C(C1OC)C(C)C (3,5-Diisopropyl-4-methoxybenzaldehyde), C(=O)(O)C1=C2CC(NC2=CC=C1)=O (4-carboxy-2-oxindole). The product is C(C)(C)C=1C=C(C=C2C(NC=3C=CC=C(C23)C(=O)O)=O)C=C(C1OC)C(C)C (3-(3,5-diisopropyl-4-methoxybenzylidene)-2-oxo-2,3-dihydro-1H-indole-4-carboxylic acid). As a reaction SMILES: [CH:1]([C:4]1[CH:5]=[C:6]([CH:9]=[C:10]([CH:14]([CH3:16])[CH3:15])[C:11]=1[O:12][CH3:13])[CH:7]=O)([CH3:3])[CH3:2].[C:17]([C:20]1[CH:28]=[CH:27][CH:26]=[C:25]2[C:21]=1[CH2:22][C:23](=[O:29])[NH:24]2)([OH:19])=[O:18]>>[CH:1]([C:4]1[CH:5]=[C:6]([CH:9]=[C:10]([CH:14]([CH3:16])[CH3:15])[C:11]=1[O:12][CH3:13])[CH:7]=[C:22]1[C:21]2[C:20]([C:17]([OH:19])=[O:18])=[CH:28][CH:27]=[CH:26][C:25]=2[NH:24][C:23]1=[O:29])([CH3:3])[CH3:2]. Reported procedure: 3,5-Diisopropyl-4-methoxybenzaldehyde was condensed with 4-carboxy-2-oxindole to give 0.3 g of 3-(3,5-diisopropyl-4-methoxybenzylidene)-2-oxo-2,3-dihydro-1H-indole-4-carboxylic acid as a yellow-orange solid. Starting materials: ClCCl, O=c1c(-c2cccc(C(F)(F)F)c2)c(-c2ccncc2)nc2n1CCCN2CC(O)Cc1ccccc1. Product: O=C(Cc1ccccc1)CN1CCCn2c1nc(-c1ccncc1)c(-c1cccc(C(F)(F)F)c1)c2=O. Reaction SMILES: [Cl:38][CH2:39][Cl:40].[OH:1][CH:2]([CH2:3][N:4]1[CH2:5][CH2:6][CH2:7][n:8]2[c:9]1[n:10][c:11](-[c:25]1[cH:26][cH:27][n:28][cH:29][cH:30]1)[c:12](-[c:15]1[cH:16][c:17]([C:21]([F:22])([F:23])[F:24])[cH:18][cH:19][cH:20]1)[c:13]2=[O:14])[CH2:31][c:32]1[cH:33][cH:34][cH:35][cH:36][cH:37]1>>[O:1]=[C:2]([CH2:3][N:4]1[CH2:5][CH2:6][CH2:7][n:8]2[c:9]1[n:10][c:11](-[c:25]1[cH:26][cH:27][n:28][cH:29][cH:30]1)[c:12](-[c:15]1[cH:16][c:17]([C:21]([F:22])([F:23])[F:24])[cH:18][cH:19][cH:20]1)[c:13]2=[O:14])[CH2:31][c:32]1[cH:33][cH:34][cH:35][cH:36][cH:37]1. RXN SMILES: CC(C)([O-])C.[K+].Cl.[Cl:8][C:9]1[CH:10]=[N:11][C:12](=[O:15])[NH:13][CH:14]=1.Br[CH2:17][S:18][C:19]1[CH:24]=[CH:23][C:22]([Cl:25])=[CH:21][CH:20]=1>CN(C=O)C>[Cl:25][C:22]1[CH:23]=[CH:24][C:19]([S:18][CH2:17][N:11]2[CH:10]=[C:9]([Cl:8])[CH:14]=[N:13][C:12]2=[O:15])=[CH:20][CH:21]=1 |f:0.1,2.3|. The product is ClC1=CC=C(C=C1)SCN1C(N=CC(=C1)Cl)=O (1-(4-Chlorophenylsulfenyl)methyl-5-chloropyrimidin-2-one). Reported procedure: Potassium tert-butoxide (40 mmol) in DMF (25 ml) was added to a solution of 5-chloropyrimidin-2-one hydrochloride (20 mmol) in DMF (125 ml). The mixture was stirred at room temperature for 15 min before 1-bromomethylsulfenyl-4-chlorobenzene [see U.S. Pat. No. 2,827,492; Chem. Abstract 52 Pl 6296 d (1958)] (25 mmol) was added. The resultant mixture was stirred at room temperature at 60° C. for 3h, the solvent removed at reduced pressure and the residue triturated with water and dried. The residua... Starting materials: CC(C)([O-])C.[K+] (Potassium tert-butoxide), Cl.ClC=1C=NC(NC1)=O (5-chloropyrimidin-2-one hydrochloride), resultant mixture, 3h, BrCSC1=CC=C(C=C1)Cl (1-bromomethylsulfenyl-4-chlorobenzene). The solvent is CN(C)C=O (DMF), CN(C)C=O (DMF). Reactants: BrB(Br)Br, ClCCl, COC(C)c1nc(Cl)nc(N2CC(C)NC(C)C2)n1, O. The product is CC1CN(c2nc(Cl)nc(C(C)O)n2)CC(C)N1. RXN SMILES: [B:20]([Br:21])([Br:22])[Br:23].[CH2:25]([Cl:26])[Cl:27].[Cl:1][c:2]1[n:3][c:4]([CH:16]([CH3:17])[O:18][CH3:19])[n:5][c:6]([N:8]2[CH2:9][CH:10]([CH3:15])[NH:11][CH:12]([CH3:14])[CH2:13]2)[n:7]1.[OH2:24]>>[Cl:1][c:2]1[n:3][c:4]([CH:16]([CH3:17])[OH:18])[n:5][c:6]([N:8]2[CH2:9][CH:10]([CH3:15])[NH:11][CH:12]([CH3:14])[CH2:13]2)[n:7]1.